Task: describe an organic reaction: reactants, conditions, products, and yield. Dataset: the Open Reaction Database (ORD), a public repository of structured organic reaction records Starting materials: Cc1ccc(S(=O)(=O)OCC2CN(Cc3ccccc3)CC2c2cc(Br)cs2)cc1, CS(C)=O, N#C[K], C1COCCOCCOCCOCCOCCO1, O. The product is N#CCC1CN(Cc2ccccc2)CC1c1cc(Br)cs1. As a reaction SMILES: [CH2:22]([c:23]1[cH:24][cH:25][cH:26][cH:27][cH:28]1)[N:29]1[CH2:30][CH:31]([CH2:40][O:41][S:42]([c:43]2[cH:44][cH:45][c:46]([CH3:47])[cH:48][cH:49]2)(=[O:50])=[O:51])[CH:32]([c:34]2[s:35][cH:36][c:37]([Br:39])[cH:38]2)[CH2:33]1.[CH3:52][S:53]([CH3:54])=[O:55].[K:19][C:20]#[N:21].[O:1]1[CH2:2][CH2:3][O:4][CH2:5][CH2:6][O:7][CH2:8][CH2:9][O:10][CH2:11][CH2:12][O:13][CH2:14][CH2:15][O:16][CH2:17][CH2:18]1.[OH2:56]>>[C:20](#[N:21])[CH2:40][CH:31]1[CH2:30][N:29]([CH2:22][c:23]2[cH:24][cH:25][cH:26][cH:27][cH:28]2)[CH2:33][CH:32]1[c:34]1[s:35][cH:36][c:37]([Br:39])[cH:38]1. The reactants are C(C)(=O)OC (methyl acetate), COC(CCCCCNC=1C2=C(N=CN1)OC(=C2C2=CC=C(C=C2)OC)C2=C(C=CC=C2)C)=O (6-{[5-(4-methoxyphenyl)-6-(2-methylphenyl)furo[2,3-d]pyrimidin-4-yl]amino}hexanoic acid methyl ester), Cl (hydrochloric acid), [OH-].[Na+] (sodium hydroxide). Solvent: O1CCOCC1 (dioxan). Run at time 16 hour. The product is COC1=CC=C(C=C1)C1=C(OC=2N=CN=C(C21)NCCCCCC(=O)O)C2=C(C=CC=C2)C (6-{[5-(4-Methoxyphenyl)-6-(2-methylphenyl)furo[2,3-d]pyrimidin-4-yl]amino}hexanoic acid). RXN SMILES: C[O:2][C:3](=[O:34])[CH2:4][CH2:5][CH2:6][CH2:7][CH2:8][NH:9][C:10]1[C:11]2[C:18]([C:19]3[CH:24]=[CH:23][C:22]([O:25][CH3:26])=[CH:21][CH:20]=3)=[C:17]([C:27]3[CH:32]=[CH:31][CH:30]=[CH:29][C:28]=3[CH3:33])[O:16][C:12]=2[N:13]=[CH:14][N:15]=1.[OH-].[Na+].Cl.C(OC)(=O)C>O1CCOCC1>[CH3:26][O:25][C:22]1[CH:23]=[CH:24][C:19]([C:18]2[C:11]3[C:10]([NH:9][CH2:8][CH2:7][CH2:6][CH2:5][CH2:4][C:3]([OH:34])=[O:2])=[N:15][CH:14]=[N:13][C:12]=3[O:16][C:17]=2[C:27]2[CH:32]=[CH:31][CH:30]=[CH:29][C:28]=2[CH3:33])=[CH:20][CH:21]=1 |f:1.2|. Procedure: Dissolve 65 mg (0.14 mmol) 6-{[5-(4-methoxyphenyl)-6-(2-methylphenyl)furo[2,3-d]pyrimidin-4-yl]amino}hexanoic acid methyl ester in 2.5 ml dioxan and add 0.50 ml 1 N sodium hydroxide solution. Stir for 16 h at RT, then add 0.50 ml 1 N hydrochloric acid and then 6 ml methyl acetate. Separate the organic phase, dry over sodium sulphate, filter, and concentrate by evaporation. 53 mg (82% of theor.) of the target compound is obtained. The reactants are C(C)(C)(C)C=1N=C(C2=C(N1)N(N=N2)CC)N2CC(CC2)(F)F (5-tert-Butyl-7-(3,3-difluoro-pyrrolidin-1-yl)-3-ethyl-3H-[1,2,3]triazolo[4,5-d]pyrimidine), C(C)(C)(C)C=1N=C(C2=C(N1)NN=N2)N2CC(CC2)(F)F (5-tert-butyl-7-(3,3-difluoropyrrolidin-1-yl)-3H-[1,2,3]triazolo[4,5-d]pyrimidine), ClCC1=C(C=CC=C1)OC (1-(chloromethyl)-2-methoxybenzene). Yields the product C(C)(C)(C)C=1N=C(C2=C(N1)N(N=N2)CC2=C(C=CC=C2)OC)N2CC(CC2)(F)F (5-tert-Butyl-7-(3,3-difluoro-pyrrolidin-1-yl)-3-(2-methoxy-benzyl)-3H-[1,2,3]triazolo[4,5-d]pyrimidine), gum. Yield: 34.0%. Reaction SMILES: [C:1]([C:5]1[N:6]=[C:7]([N:16]2[CH2:20][CH2:19][C:18]([F:22])([F:21])[CH2:17]2)[C:8]2[N:13]=[N:12][N:11]([CH2:14][CH3:15])[C:9]=2[N:10]=1)([CH3:4])([CH3:3])[CH3:2].C(C1N=C(N2CCC(F)(F)C2)C2N=NNC=2N=1)(C)(C)C.ClC[C:45]1[CH:50]=[CH:49][CH:48]=C[C:46]=1[O:51][CH3:52]>>[C:1]([C:5]1[N:6]=[C:7]([N:16]2[CH2:20][CH2:19][C:18]([F:21])([F:22])[CH2:17]2)[C:8]2[N:13]=[N:12][N:11]([CH2:14][C:15]3[CH:48]=[CH:49][CH:50]=[CH:45][C:46]=3[O:51][CH3:52])[C:9]=2[N:10]=1)([CH3:2])([CH3:3])[CH3:4]. Procedure details: In analogy to the procedure described for the synthesis of 5-tert-butyl-7-(3,3-difluoro-pyrrolidin-1-yl)-3-ethyl-3H-[1,2,3]triazolo[4,5-d]pyrimidine (example 61), the title compound was prepared from 5-tert-butyl-7-(3,3-difluoropyrrolidin-1-yl)-3H-[1,2,3]triazolo[4,5-d]pyrimidine and 1-(chloromethyl)-2-methoxybenzene and isolated as light-yellow gum (5.7 mg, 34%). MS (m/e): 403.4 (MH+). Starting materials: ClC1=CC(=C2C(=N1)NN=C2O)C (6-chloro-4-methyl-1H-pyrazolo-[3,4-b]pyridin-3-ol), N(=C=O)[C@@H]1CCC2=CC=CC=C12 ((R)-1-isocyanatoindane). Solvent: C1CCOC1.CN(C)C=O (THF DMF). Product: [C@H]1(CCC2=CC=CC=C12)NC(=O)N1NC2=NC(=CC(=C2C1=O)C)Cl (6-Chloro-4-methyl-3-oxo-1,3-dihydropyrazolo[3,4-b]pyridine -2-carboxylic acid (R)-indan-1-ylamide). As a reaction SMILES: [Cl:1][C:2]1[N:7]=[C:6]2[NH:8][N:9]=[C:10]([OH:11])[C:5]2=[C:4]([CH3:12])[CH:3]=1.[N:13]([C@H:16]1[C:24]2[C:19](=[CH:20][CH:21]=[CH:22][CH:23]=2)[CH2:18][CH2:17]1)=[C:14]=[O:15]>C1COCC1.CN(C=O)C>[C@H:16]1([NH:13][C:14]([N:9]2[C:10](=[O:11])[C:5]3[C:6](=[N:7][C:2]([Cl:1])=[CH:3][C:4]=3[CH3:12])[NH:8]2)=[O:15])[C:24]2[C:19](=[CH:20][CH:21]=[CH:22][CH:23]=2)[CH2:18][CH2:17]1 |f:2.3|. Reported procedure: In analogy to example 1c, 200 mg (1.089 mmol) of 6-chloro-4-methyl-1H-pyrazolo-[3,4-b]pyridin-3-ol were reacted with 208.1 mg (1.2 mmol) of (R)-1-isocyanatoindane in THF/DMF at RT. Yield: 154 mg (41%), M+H+: 343.32. Starting materials: C(C=C)Br (allyl bromide), OC=1C=C2C(=C(CC(C2=CC1)=O)O)O (6-hydroxy-3,4-dihydroxynaphthalen-1(2H)-one), C([O-])([O-])=O.[K+].[K+] (potassium carbonate). The solvent is CC(=O)C (acetone). Product: C(C=C)OC=1C=C2CCCC(C2=CC1)=O (6-(Allyloxy)-3,4-dihydronaphthalen-1(2H)-one). RXN SMILES: [CH2:1](Br)[CH:2]=[CH2:3].[OH:5][C:6]1[CH:7]=[C:8]2[C:13](=[CH:14][CH:15]=1)[C:12](=[O:16])[CH2:11][C:10](O)=[C:9]2O.C(=O)([O-])[O-].[K+].[K+]>CC(C)=O>[CH2:1]([O:5][C:6]1[CH:7]=[C:8]2[C:13](=[CH:14][CH:15]=1)[C:12](=[O:16])[CH2:11][CH2:10][CH2:9]2)[CH:2]=[CH2:3] |f:2.3.4|. Procedure details: 3.30 ml of allyl bromide was added to a mixture consisting of 5.62 g of 6-hydroxy-3,4-dihydroxynaphthalen-1(2H)-one, 5.27 g of potassium carbonate, and 60 ml of acetone. The obtained mixture was heated to reflux under nitrogen atmosphere overnight. The reaction solution was cooled to a room temperature, and the precipitate was removed by filtration. The solvent was removed under a reduced pressure. The residue was purified by silica gel column chromatography (hexane/ethyl acetate), so as to obta...